This data is from the Open Reaction Database (ORD), a public repository of structured organic reaction records. The task is: describe an organic reaction: reactants, conditions, products, and yield Starting materials: BrCC(C(CSC1=CC=C(C=C1)Cl)(C)C)=O (1-bromo-4-(4-chlorophenylmercapto)-3,3-dimethyl-butan-2-one), ClC1=CC=C(C=C1)O (4-chlorophenol), C([O-])([O-])=O.[K+].[K+] (potassium carbonate). Solvent: C1(=CC=CC=C1)C (toluene). The product is ClC1=CC=C(OCC(C(CSC2=CC=C(C=C2)Cl)(C)C)=O)C=C1 (1-(4-chlorophenoxy)-4-(4-chlorophenylmercapto)-3,3-dimethyl-butan-2-one). Yield: 73.0%. As a reaction SMILES: Br[CH2:2][C:3](=[O:16])[C:4]([CH3:15])([CH3:14])[CH2:5][S:6][C:7]1[CH:12]=[CH:11][C:10]([Cl:13])=[CH:9][CH:8]=1.[Cl:17][C:18]1[CH:23]=[CH:22][C:21]([OH:24])=[CH:20][CH:19]=1.C(=O)([O-])[O-].[K+].[K+]>C1(C)C=CC=CC=1>[Cl:17][C:18]1[CH:23]=[CH:22][C:21]([O:24][CH2:2][C:3](=[O:16])[C:4]([CH3:15])([CH3:14])[CH2:5][S:6][C:7]2[CH:12]=[CH:11][C:10]([Cl:13])=[CH:9][CH:8]=2)=[CH:20][CH:19]=1 |f:2.3.4|. Procedure: 133.7 g (0.41 mol) of 1-bromo-4-(4-chlorophenylmercapto)-3,3-dimethyl-butan-2-one were heated to 100° C. with 64 g (0.5 mol) of 4-chlorophenol and 69 g (0.5 mol) of potassium carbonate in 500 ml of toluene for 5 hours. The mixture was then allowed to cool and was filtered. The filtrate was extracted by shaking with dilute sodium hydroxide solution, rinsed with water, dried over sodium sulphate and concentrated by distilling off the solvent in vacuo. 110.5 g (72% of theory) of 1-(4-chlorophenoxy)... The reactants are [C@@H]1(C[C@H](O)[C@@H](CO)O1)N1C=NC=2C(=O)NC(N)=NC12 (2′-deoxyguanosine), C(CN)N (ethylenediamine), FC(C(=O)OC(C(F)(F)F)=O)(F)F (trifluoroacetic anhydride). Solvent: N1=CC=CC=C1 (pyridine), N1=CC=CC=C1 (pyridine). Conditions: time 40 minute. Yields the product NC1=NC(=C2NC=NC2=N1)N (2,6-diaminopurine), ( 35 ). Reaction SMILES: [C@@H]1([N:9]2[C:19]3[N:18]=[C:16]([NH2:17])[NH:15][C:13](=O)[C:12]=3[N:11]=[CH:10]2)O[C@H](CO)[C@@H](O)C1.FC(F)(F)C(OC(=O)C(F)(F)F)=O.C(N)C[NH2:35]>N1C=CC=CC=1>[NH2:17][C:16]1[N:18]=[C:19]2[C:12]([NH:11][CH:10]=[N:9]2)=[C:13]([NH2:35])[N:15]=1. Reported procedure: To 2′-deoxyguanosine (2 mmol), dried by coevaporation with pyridine, suspended in 40 mL of pyridine and cooled in an ice bath under an argon atmosphere, trifluoroacetic anhydride (16 mmol) is added following the procedure of Kung and Jones (Tetraheron Lett., 32, 3919, 1991). After 40 minutes, ethylenediamine (30 mmol) is added and stirred for 24 h at room temperature. The reaction mixture is concentrated and purified by silica column chromatography. The product is guanylated with reagent 5 as in... The reactants are CC(C)(C)OC(=O)N1CCC(O)CC1, C1CCOC1, CC(C)(C)[O-], [Cl-], COc1c(Cl)ncnc1Cl, [K+], [NH4+]. The product is COc1c(Cl)ncnc1OC1CCN(C(=O)OC(C)(C)C)CC1. RXN SMILES: [C:11]([CH3:12])([CH3:13])([CH3:14])[O:15][C:16](=[O:17])[N:18]1[CH2:19][CH2:20][CH:21]([OH:24])[CH2:22][CH2:23]1.[CH2:33]1[O:34][CH2:35][CH2:36][CH2:37]1.[CH3:25][C:26]([CH3:27])([O-:28])[CH3:29].[Cl-:31].[Cl:1][c:2]1[n:3][cH:4][n:5][c:6]([Cl:10])[c:7]1[O:8][CH3:9].[K+:30].[NH4+:32]>>[c:2]1([O:24][CH:21]2[CH2:20][CH2:19][N:18]([C:16]([O:15][C:11]([CH3:12])([CH3:13])[CH3:14])=[O:17])[CH2:23][CH2:22]2)[n:3][cH:4][n:5][c:6]([Cl:10])[c:7]1[O:8][CH3:9].